This data is from the Open Reaction Database (ORD), a public repository of structured organic reaction records. The task is: describe an organic reaction: reactants, conditions, products, and yield Starting materials: C(C1=CC=CC=C1)OC(=O)N1[C@H](C(=O)O)CCC1 (benzyloxycarbonyl-L-proline), CN1CCOCC1 (N-methylmorpholine), C(C(C)C)OC(=O)Cl (chloroformic acid isobutyl ester), Cl.COC(CCN)=O (β-alanine methyl ester hydrochloride), CN1CCOCC1 (N-methylmorpholine). Run in CN(C=O)C (dimethylformamide), CN(C=O)C (dimethylformamide). Reaction conditions: temperature -20 celsius, time 2 minute. Yields the product COC(CCNC([C@H]1N(CCC1)C(=O)OCC1=CC=CC=C1)=O)=O (Benzyloxycarbonyl-L-prolyl-β-alanine methyl ester). As a reaction SMILES: [CH2:1]([O:8][C:9]([N:11]1[CH2:18][CH2:17][CH2:16][C@H:12]1[C:13]([OH:15])=O)=[O:10])[C:2]1[CH:7]=[CH:6][CH:5]=[CH:4][CH:3]=1.CN1CCOCC1.C(OC(Cl)=O)C(C)C.Cl.[CH3:35][O:36][C:37](=[O:41])[CH2:38][CH2:39][NH2:40]>CN(C)C=O>[CH3:35][O:36][C:37](=[O:41])[CH2:38][CH2:39][NH:40][C:13](=[O:15])[C@@H:12]1[CH2:16][CH2:17][CH2:18][N:11]1[C:9]([O:8][CH2:1][C:2]1[CH:3]=[CH:4][CH:5]=[CH:6][CH:7]=1)=[O:10] |f:3.4|. Procedure details: 24.9 g of benzyloxycarbonyl-L-proline were dissolved in 200 ml of dimethylformamide, cooled to -20° C and treated with 11.1 ml of N-methylmorpholine and 13.0 ml of chloroformic acid isobutyl ester. The suspension was stirred for a further 2 minutes at -° C and then treated with a suspension, pre-cooled to -20° C, prepared from 14.0 g of β-alanine methyl ester hydrochloride and 11.1 ml of N-methylmorpholine in 100 ml of dimethylformamide. The mixture was stirred for 30 minutes at a temperature be... The reactants are C(C)C1=C(C=CC=C1B1OC(C(O1)(C)C)(C)C)C1CCNCC1 (4-[2-ethyl-3-(4,4,5,5-tetramethyl-1,3,2-dioxaborolan-2-yl)phenyl]piperidine), BrCCCC(=O)OCC (ethyl 4-bromobutanoate), C([O-])([O-])=O.[K+].[K+] (potassium carbonate), C(C)(=O)OCC (Ethyl acetate). Run in CN(C=O)C (N,N-Dimethylformamide). Conditions: temperature 60 celsius. Yields the product C(C)C1=C(C=CC=C1B1OC(C(O1)(C)C)(C)C)C1CCN(CC1)CCCC(=O)OCC (ethyl 4-{-4-[2-ethyl-3-(4,4,5,5-tetramethyl-1,3,2-dioxaborolan-2-yl)phenyl]-1-piperidinyl}butanoate). The yield is 48.9%. Reaction SMILES: [CH2:1]([C:3]1[C:8]([B:9]2[O:13][C:12]([CH3:15])([CH3:14])[C:11]([CH3:17])([CH3:16])[O:10]2)=[CH:7][CH:6]=[CH:5][C:4]=1[CH:18]1[CH2:23][CH2:22][NH:21][CH2:20][CH2:19]1)[CH3:2].Br[CH2:25][CH2:26][CH2:27][C:28]([O:30][CH2:31][CH3:32])=[O:29].C(=O)([O-])[O-].[K+].[K+].C(OCC)(=O)C>CN(C)C=O>[CH2:1]([C:3]1[C:8]([B:9]2[O:10][C:11]([CH3:17])([CH3:16])[C:12]([CH3:14])([CH3:15])[O:13]2)=[CH:7][CH:6]=[CH:5][C:4]=1[CH:18]1[CH2:23][CH2:22][N:21]([CH2:25][CH2:26][CH2:27][C:28]([O:30][CH2:31][CH3:32])=[O:29])[CH2:20][CH2:19]1)[CH3:2] |f:2.3.4|. Procedure details: To a solution of 4-[2-ethyl-3-(4,4,5,5-tetramethyl-1,3,2-dioxaborolan-2-yl)phenyl]piperidine (D119) (300 mg, 0.952 mmol) in N,N-Dimethylformamide (DMF) (10 mL) was added ethyl 4-bromobutanoate (0.272 mL, 1.903 mmol) and potassium carbonate (526 mg, 3.81 mmol). The reaction solution was heated to 60° C. overnight. Ethyl acetate was added and the resulting solution was washed with water, brine. The organic layer was dried over anhydrous Na2SO4 and concentrated to afford ethyl 4-{4-[2-ethyl-3-(4,4,...